Dataset: the Open Reaction Database (ORD), a public repository of structured organic reaction records. Task: describe an organic reaction: reactants, conditions, products, and yield Starting materials: BrC=1C(=C2C(=NC1)NC(=N2)C2=CC=C(C=C2)N(C)C)N2CCN(CC2)C(=O)NC2=CC=CC=C2 (4-(6-bromo-2-(4-(dimethylamino)phenyl)-3H-imidazo[4,5-b]pyridin-7-yl)-N-phenyl piperazine-1-carboxamide), CN1CCN(CC1)C1=CC=C(C=O)C=C1 (4-(4-methylpiperazino)benzaldehyde), BrC=1C(=C(C(=NC1)N)[N+](=O)[O-])N1CCN(CC1)CC=1C=NC=CC1 (5-bromo-3-nitro-4-(4-(pyridin-3-ylmethyl)piperazin-1-yl)pyridin-2-amine), [O-]S(=O)S(=O)[O-].[Na+].[Na+] (Na2S2O4). Procedure: This was prepared using the same procedure as for 4-(6-bromo-2-(4-(dimethylamino)phenyl)-3H-imidazo[4,5-b]pyridin-7-yl)-N-phenyl piperazine-1-carboxamide, but here using 5-bromo-3-nitro-4-(4-(pyridin-3-ylmethyl)piperazin-1-yl)pyridin-2-amine (20 mg, 0.051 mmol), DMF (0.15 mL), ethanol (0.85 mL), 1M Na2S2O4 (3 eq, 0.15 mmol, 0.15 mL) and 4-(4-methylpiperazino)benzaldehyde (1.1 eq, 0.056 mmol, 11 mg). After 6 h, concentration in vacuo and purification by preparative tlc (CH2Cl2-MeOH, 9:1) gave the... As a reaction SMILES: BrC1C(N2CCN(C(NC3C=CC=CC=3)=O)CC2)=C2N=C(C3C=CC(N(C)C)=CC=3)NC2=NC=1.[Br:35][C:36]1[C:37]([N:46]2[CH2:51][CH2:50][N:49]([CH2:52][C:53]3[CH:54]=[N:55][CH:56]=[CH:57][CH:58]=3)[CH2:48][CH2:47]2)=[C:38]([N+:43]([O-])=O)[C:39]([NH2:42])=[N:40][CH:41]=1.[O-]S(S([O-])=O)=O.[Na+].[Na+].[CH3:67][N:68]1[CH2:73][CH2:72][N:71]([C:74]2[CH:81]=[CH:80][C:77]([CH:78]=O)=[CH:76][CH:75]=2)[CH2:70][CH2:69]1>C(O)C.CN(C=O)C>[Br:35][C:36]1[C:37]([N:46]2[CH2:51][CH2:50][N:49]([CH2:52][C:53]3[CH:54]=[N:55][CH:56]=[CH:57][CH:58]=3)[CH2:48][CH2:47]2)=[C:38]2[N:43]=[C:78]([C:77]3[CH:76]=[CH:75][C:74]([N:71]4[CH2:70][CH2:69][N:68]([CH3:67])[CH2:73][CH2:72]4)=[CH:81][CH:80]=3)[NH:42][C:39]2=[N:40][CH:41]=1 |f:2.3.4|. The solvent is C(C)O (ethanol), CN(C)C=O (DMF). The yield is 39.4%. Yields the product BrC=1C(=C2C(=NC1)NC(=N2)C2=CC=C(C=C2)N2CCN(CC2)C)N2CCN(CC2)CC=2C=NC=CC2 (6-Bromo-2-(4-(4-methylpiperazin-1-yl)phenyl)-7-(4-(pyridin-3-ylmethyl)piperazin-1-yl)-3H-imidazo[4,5-b]pyridine). Run at time 6 hour.